This data is from the Open Reaction Database (ORD), a public repository of structured organic reaction records. The task is: describe an organic reaction: reactants, conditions, products, and yield Reactants: CN(C(=O)OC=1C=NC=CC1)C (3-Dimethylcarbamoyloxypyridine), ClCOC(CCCCC)=O (chloromethylhexanoate). Reaction conditions: time 3 hour. The product is [Cl-].CN(C(=O)OC=1C=[N+](C=CC1)COC(CCCCC)=O)C (3-(dimethylcarbamoyloxy)-1-(hexanoyloxymethyl)-pyridinium chloride). Yield: 80.2%. RXN SMILES: [CH3:1][N:2]([CH3:12])[C:3]([O:5][C:6]1[CH:7]=[N:8][CH:9]=[CH:10][CH:11]=1)=[O:4].[Cl:13][CH2:14][O:15][C:16](=[O:22])[CH2:17][CH2:18][CH2:19][CH2:20][CH3:21]>>[Cl-:13].[CH3:1][N:2]([CH3:12])[C:3]([O:5][C:6]1[CH:7]=[N+:8]([CH2:14][O:15][C:16](=[O:22])[CH2:17][CH2:18][CH2:19][CH2:20][CH3:21])[CH:9]=[CH:10][CH:11]=1)=[O:4] |f:2.3|. Procedure details: 3-Dimethylcarbamoyloxypyridine (1.66 g) and chloromethylhexanoate (2.0 g) were heated to 90° C. with stirring for 3 hours. The reaction mixture was treated in a similar manner as described in Example 1 to give 2.65 g of 3-(dimethylcarbamoyloxy)-1-(hexanoyloxymethyl)-pyridinium chloride as colorless powdery crystals. It was impossible to precisely measure the melting point because of high hygroscopicity. The structure was determined by N.M.R. Starting materials: C(C)N1CCNCC1 (N-ethylpiperazine), S(=O)(=O)(N)N (sulfamide). The solvent is O1CCOCC1 (1,4-dioxane). The product is C(C)N1CCN(CC1)S(=O)(=O)N (4-Ethylpiperazine-1-sulfonamide). RXN SMILES: [CH2:1]([N:3]1[CH2:8][CH2:7][NH:6][CH2:5][CH2:4]1)[CH3:2].[S:9](N)([NH2:12])(=[O:11])=[O:10]>O1CCOCC1>[CH2:1]([N:3]1[CH2:8][CH2:7][N:6]([S:9]([NH2:12])(=[O:11])=[O:10])[CH2:5][CH2:4]1)[CH3:2]. Reported procedure: A solution of N-ethylpiperazine (5.0 g) and sulfamide (10.0 g) in 1,4-dioxane (100 ml) was stirred for 72 h at 110° C. The volatiles were removed in vacuo and 5 g of the residue was dissolved in methanol and applied to an SCX cartridge (70 g). The cartridge was washed with 50% aqueous methanol (200 ml) before the subtitle product was eluted with 10% triethylamine/methanol (100 ml) The solvent was removed under reduced pressure to yield the subtitle compound as a pale beige solid. Yield: 3.0 g.